Dataset: the Open Reaction Database (ORD), a public repository of structured organic reaction records. Task: describe an organic reaction: reactants, conditions, products, and yield RXN SMILES: [Al+3:29].[CH2:1]([c:2]1[cH:3][cH:4][cH:5][cH:6][cH:7]1)[n:8]1[n:9][cH:10][c:11](-[c:21]2[cH:22][cH:23][c:24]([Cl:27])[cH:25][cH:26]2)[c:12](-[c:15]2[cH:16][cH:17][n:18][cH:19][cH:20]2)[c:13]1=[O:14].[CH3:32][c:33]1[cH:34][cH:35][cH:36][cH:37][cH:38]1.[Cl-:28].[Cl-:30].[Cl-:31]>>[nH:8]1[n:9][cH:10][c:11](-[c:21]2[cH:22][cH:23][c:24]([Cl:27])[cH:25][cH:26]2)[c:12](-[c:15]2[cH:16][cH:17][n:18][cH:19][cH:20]2)[c:13]1=[O:14]. Yields the product O=c1[nH]ncc(-c2ccc(Cl)cc2)c1-c1ccncc1. Starting materials: [Al+3], O=c1c(-c2ccncc2)c(-c2ccc(Cl)cc2)cnn1Cc1ccccc1, Cc1ccccc1, [Cl-], [Cl-], [Cl-].